Task: describe an organic reaction: reactants, conditions, products, and yield. Dataset: the Open Reaction Database (ORD), a public repository of structured organic reaction records Reactants: COC1=CC=CC2=C(C=CC=C12)OC1=CC=CC=C1 (1-methoxy-5-phenoxynaphthalene), Br (hydrogen bromide). Solvent: C(C)(=O)O (acetic acid). Run at temperature 97.5 celsius. Yields the product OC1=CC=CC2=C(C=CC=C12)OC1=CC=CC=C1 (1-hydroxy-5-phenoxynaphthalene). The yield is 60.1%. Reaction SMILES: C[O:2][C:3]1[C:12]2[C:7](=[C:8]([O:13][C:14]3[CH:19]=[CH:18][CH:17]=[CH:16][CH:15]=3)[CH:9]=[CH:10][CH:11]=2)[CH:6]=[CH:5][CH:4]=1.Br>C(O)(=O)C>[OH:2][C:3]1[C:12]2[C:7](=[C:8]([O:13][C:14]3[CH:15]=[CH:16][CH:17]=[CH:18][CH:19]=3)[CH:9]=[CH:10][CH:11]=2)[CH:6]=[CH:5][CH:4]=1. Procedure details: Into 50 mL of glacial acetic acid, 3.7 g of 1-methoxy-5-phenoxynaphthalene prepared as above, followed by 20 mL of 40% aqueous hydrogen bromide was stirred. The mixture was heated at 95-100° C. for 16 hours. The solvent was removed under vacuum, and the residue was redissolved in ethyl acetate and washed three times with brine. The organic layer was dried over magnesium sulfate and filtered. After removing solvent, the residue was chromatographed over silica gel with a gradient elution of 0 to 3... Reactants: C(C)OC(=O)C=1C=C2C(=NC1N1CCC(CC1)C(F)(F)F)N(C(=N2)NC2=C(C(=CC=C2Cl)CNC(C(C)(C)C)=O)Cl)C (2-{2,6-dichloro-3-[(2,2-dimethyl-propionylamino)-methyl]-phenylamino}-5-[4-trifluoromethyl-piperidinyl]-3-methyl-3H-imidazo[4,5-b]pyridine-6-carboxylic acid ethyl ester), CCO (EtOH), OS(=O)(=O)[O-].[K+] (KHSO4). Solvent: O (water). Reaction conditions: temperature 55 celsius, time 8 hour. The product is ClC1=C(C(=CC=C1CNC(C(C)(C)C)=O)Cl)NC1=NC=2C(=NC(=C(C2)C(=O)O)N2CCC(CC2)C(F)(F)F)N1C (2-{2,6-Dichloro-3-[(2,2-dimethyl-propionylamino)-methyl]-phenylamino}-5-[4-trifluoromethyl-piperidinyl]-3-methyl-3H-imidazo[4,5-b]pyridine-6-carboxylic acid). RXN SMILES: C([O:3][C:4]([C:6]1[CH:7]=[C:8]2[N:24]=[C:23]([NH:25][C:26]3[C:31]([Cl:32])=[CH:30][CH:29]=[C:28]([CH2:33][NH:34][C:35](=[O:40])[C:36]([CH3:39])([CH3:38])[CH3:37])[C:27]=3[Cl:41])[N:22]([CH3:42])[C:9]2=[N:10][C:11]=1[N:12]1[CH2:17][CH2:16][CH:15]([C:18]([F:21])([F:20])[F:19])[CH2:14][CH2:13]1)=[O:5])C.CCO.OS([O-])(=O)=O.[K+]>O>[Cl:41][C:27]1[C:28]([CH2:33][NH:34][C:35](=[O:40])[C:36]([CH3:37])([CH3:38])[CH3:39])=[CH:29][CH:30]=[C:31]([Cl:32])[C:26]=1[NH:25][C:23]1[N:22]([CH3:42])[C:9]2=[N:10][C:11]([N:12]3[CH2:13][CH2:14][CH:15]([C:18]([F:19])([F:20])[F:21])[CH2:16][CH2:17]3)=[C:6]([C:4]([OH:5])=[O:3])[CH:7]=[C:8]2[N:24]=1 |f:2.3|. Reported procedure: A mixture of 2-{2,6-dichloro-3-[(2,2-dimethyl-propionylamino)-methyl]-phenylamino}-5-[4-trifluoromethyl-piperidinyl]-3-methyl-3H-imidazo[4,5-b]pyridine-6-carboxylic acid ethyl ester (3.85 g, 6.1 mmol) 2 N NaOH (12 mL, 24 mmol) and 60 mL EtOH is stirred for 4.5 h at 55° C. and overnight at rt. Then the mixture is poured into 150 mL water, the mixture is acidified to pH ˜5.5 with aq. KHSO4 and the mixture is concentrated. The resulting precipitate is collected by filtration and dried. Yield: 1.44 ... The solvent is O1CCCC1 (tetrahydrofuran). Run at temperature 2.5 celsius, time 20 minute. The reactants are B.O1CCCC1 (Borane tetrahydrofuran), C(=O)(O)CC1=C(C(=O)O)C=CC=C1 (2-carboxymethyl-benzoic acid), C(CC(O)(C(=O)O)CC(=O)O)(=O)O (citric acid). As a reaction SMILES: B.O1CCCC1.[C:7]([CH2:10][C:11]1[CH:19]=[CH:18][CH:17]=[CH:16][C:12]=1[C:13](O)=[O:14])(O)=[O:8].C(O)(=O)CC(CC(O)=O)(C(O)=O)O>O1CCCC1>[OH:14][CH2:13][C:12]1[CH:16]=[CH:17][CH:18]=[CH:19][C:11]=1[CH2:10][CH2:7][OH:8] |f:0.1|. Isolated yield 69.1%. Reported procedure: Borane-tetrahydrofuran complex (1M solution in tetrahydrofuran, 100 mL) was added dropwise over 10 minutes, to a solution of 2-carboxymethyl-benzoic acid (6 g) in dry tetrahydrofuran (100 mL) at 0° C., under nitrogen. The resulting mixture was stirred at 0-5° C. for 20 minutes, then warmed to room temperature for 1 hour. Saturated citric acid solution (150 mL) was added and the reaction concentrated to ˜150 mL. The aqueous phase was extracted with ethyl acetate (3×150 mL). The combined organics ... Product: OCC1=C(C=CC=C1)CCO (2-(2-Hydroxymethyl-phenyl)-ethanol). Reactants: S(C)(=O)(=O)OCCC1=CC=C(C=C1)N1CCCC1 (4-Pyrrolidinophenethyl mesylate), Cl.N1C[C@H](CC1)O ((S)-3-pyrrolidinol hydrochloride), C([O-])([O-])=O.[K+].[K+] (potassium carbonate). Solvent: C(C)#N (acetonitrile). Run at temperature 90 celsius. Product: O[C@@H]1CN(CC1)CCC1=CC=C(C=C1)N1CCCC1 ((S)-3-hydroxy-1-(4-pyrrolidinophenethyl)pyrrolidine), solid. The yield is 52.0%. RXN SMILES: S(O[CH2:6][CH2:7][C:8]1[CH:13]=[CH:12][C:11]([N:14]2[CH2:18][CH2:17][CH2:16][CH2:15]2)=[CH:10][CH:9]=1)(=O)(=O)C.Cl.[NH:20]1[CH2:24][CH2:23][C@H:22]([OH:25])[CH2:21]1.C(=O)([O-])[O-].[K+].[K+]>C(#N)C>[OH:25][C@H:22]1[CH2:23][CH2:24][N:20]([CH2:6][CH2:7][C:8]2[CH:13]=[CH:12][C:11]([N:14]3[CH2:18][CH2:17][CH2:16][CH2:15]3)=[CH:10][CH:9]=2)[CH2:21]1 |f:1.2,3.4.5|. Procedure: 4-Pyrrolidinophenethyl mesylate (13.45 g, 50.0 mmol), (S)-3-pyrrolidinol hydrochloride (5.56 g, 45.0 mmol) and potassium carbonate (18.63 g, 135 mmol) were added to acetonitrile (200 ml), and they were heated at 90° C. for 3 hours. The reaction mixture was cooled and then filtered. The filtrate was evaporated to dryness under reduced pressure, and the residue was distributed into water and ethyl acetate. The intended product was extracted from the ethyl acetate layer with 1 M hydrochloric acid. ... Starting materials: CCOC(=O)CCc1n[nH]c(=O)c2cc(OC)ccc12, CS(=O)(=O)Cl, CC#N, [H-], [K+], [K+], [Na+], O=C([O-])[O-]. Product: CCOC(=O)CCc1nn(S(C)(=O)=O)c(=O)c2cc(OC)ccc12. Reaction SMILES: [CH2:1]([CH3:2])[O:3][C:4]([CH2:5][CH2:6][c:7]1[n:8][nH:9][c:10](=[O:19])[c:11]2[cH:12][c:13]([O:17][CH3:18])[cH:14][cH:15][c:16]12)=[O:20].[CH3:23][S:24]([Cl:25])(=[O:26])=[O:27].[CH3:34][C:35]#[N:36].[H-:22].[K+:28].[K+:29].[Na+:21].[O-:30][C:31]([O-:32])=[O:33]>>[CH2:1]([CH3:2])[O:3][C:4]([CH2:5][CH2:6][c:7]1[n:8][n:9]([S:24]([CH3:23])(=[O:26])=[O:27])[c:10](=[O:19])[c:11]2[cH:12][c:13]([O:17][CH3:18])[cH:14][cH:15][c:16]12)=[O:20]. The reactants are ClC=1C=2C(C=NC1)=CN(N2)C2=C(C=CC=C2Cl)Cl (7-chloro-2-(2,6-dichlorophenyl)-2H-pyrazolo[4,3-c]pyridine), OO (hydrogen peroxide). The reagents and catalysts are C[Re](=O)(=O)=O (methyltrioxorhenium), O=[Mn]=O (MnO2). Run in C(Cl)Cl (DCM). Reaction conditions: time 18 hour. Yields the product ClC=1C=2C(C=[N+](C1)[O-])=CN(N2)C2=C(C=CC=C2Cl)Cl (7-Chloro-2-(2,6-dichlorophenyl)-2H-pyrazolo[4,3-c]pyridine-5-oxide). Yield: 88.3%. Reaction SMILES: [Cl:1][C:2]1[C:3]2[C:4](=[CH:8][N:9]([C:11]3[C:16]([Cl:17])=[CH:15][CH:14]=[CH:13][C:12]=3[Cl:18])[N:10]=2)[CH:5]=[N:6][CH:7]=1.[OH:19]O>C(Cl)Cl.C[Re](=O)(=O)=O.O=[Mn]=O>[Cl:1][C:2]1[C:3]2[C:4](=[CH:8][N:9]([C:11]3[C:16]([Cl:17])=[CH:15][CH:14]=[CH:13][C:12]=3[Cl:18])[N:10]=2)[CH:5]=[N+:6]([O-:19])[CH:7]=1. Procedure details: To a solution of 7-chloro-2-(2,6-dichlorophenyl)-2H-pyrazolo[4,3-c]pyridine (2.7 g, 9.0 mmol) and methyltrioxorhenium (31 mg, 0.09 mmol) in DCM (6 mL) was added hydrogen peroxide (30% aq., 1.75 mL, 18.0 mmol) and the resulting mixture stirred at room temperature for 18 hours. A catalytic amount of MnO2 was added to the mixture and stirring was continued for 1 hour. The reaction mixture was concentrated under reduced pressure. The residue was triturated in toluene to afford the title compound as ... The reactants are C(C)(C)(C)C=1N=C(C=2C(N1)=NN(N2)CC)N2CC(CC2)(F)F (5-tert-Butyl-7-(3,3-difluoro-pyrrolidin-1-yl)-2-ethyl-2H-[1,2,3]triazolo[4,5-d]pyrimidine), C(C)(C)(C)NC=1N=C(C2=C(N1)NN=N2)N2CC(CC2)(F)F (tert-Butyl-[7-(3,3-difluoro-pyrrolidin-1-yl)-3H-[1,2,3]triazolo[4,5-d]pyrimidin-5-yl]-amine), BrCC1=NON=C1C (3-(bromomethyl)-4-methyl-1,2,5-oxadiazole). Product: C(C)(C)(C)NC=1N=C(C=2C(N1)=NN(N2)CC2=NON=C2C)N2CC(CC2)(F)F (tert-Butyl-[7-(3,3-difluoro-pyrrolidin-1-yl)-2-(4-methyl-furazan-3-ylmethyl)-2H-[1,2,3]triazolo[4,5-d]pyrimidin-5-yl]-amine). Reaction SMILES: C(C1N=C(N2CCC(F)(F)C2)C2C(=NN(CC)N=2)N=1)(C)(C)C.[C:23]([NH:27][C:28]1[N:29]=[C:30]([N:37]2[CH2:41][CH2:40][C:39]([F:43])([F:42])[CH2:38]2)[C:31]2[N:36]=[N:35][NH:34][C:32]=2[N:33]=1)([CH3:26])([CH3:25])[CH3:24].Br[CH2:45][C:46]1[C:50]([CH3:51])=[N:49][O:48][N:47]=1>>[C:23]([NH:27][C:28]1[N:29]=[C:30]([N:37]2[CH2:41][CH2:40][C:39]([F:42])([F:43])[CH2:38]2)[C:31]2[C:32](=[N:34][N:35]([CH2:45][C:46]3[C:50]([CH3:51])=[N:49][O:48][N:47]=3)[N:36]=2)[N:33]=1)([CH3:26])([CH3:24])[CH3:25]. Reported procedure: In analogy to the procedure described for the synthesis of 5-tert-butyl-7-(3,3-difluoro-pyrrolidin-1-yl)-2-ethyl-2H-[1,2,3]triazolo[4,5-d]pyrimidine (example 3, step b), the title compound was prepared from tert-Butyl-[7-(3,3-difluoro-pyrrolidin-1-yl)-3H-[1,2,3]triazolo[4,5-d]pyrimidin-5-yl]-amine and 3-(bromomethyl)-4-methyl-1,2,5-oxadiazole. MS (m/e): 394.4 (MH+) Reaction conditions: time 2 hour. Isolated yield 32.3%. As a reaction SMILES: [NH2:1][CH2:2][C@H:3]([OH:18])[CH2:4][N:5]1[CH2:10][CH2:9][N:8]([C:11]([O:13][C:14]([CH3:17])([CH3:16])[CH3:15])=[O:12])[CH2:7][CH2:6]1.[CH:19]1([N:24]2[C:33]3[N:32]=[C:31]([NH:34][C:35]4[CH:36]=[CH:37][C:38]([C:44](O)=[O:45])=[C:39]5[C:43]=4[O:42][CH2:41][CH2:40]5)[N:30]=[CH:29][C:28]=3[N:27]([CH3:47])[C:26](=[O:48])[C@H:25]2[CH2:49][CH3:50])[CH2:23][CH2:22][CH2:21][CH2:20]1.C(N(C(C)C)CC)(C)C.N>ClCCl.O>[CH:19]1([N:24]2[C:33]3[N:32]=[C:31]([NH:34][C:35]4[CH:36]=[CH:37][C:38]([C:44]([NH:1][CH2:2][C@H:3]([OH:18])[CH2:4][N:5]5[CH2:10][CH2:9][N:8]([C:11]([O:13][C:14]([CH3:15])([CH3:17])[CH3:16])=[O:12])[CH2:7][CH2:6]5)=[O:45])=[C:39]5[C:43]=4[O:42][CH2:41][CH2:40]5)[N:30]=[CH:29][C:28]=3[N:27]([CH3:47])[C:26](=[O:48])[C@H:25]2[CH2:49][CH3:50])[CH2:20][CH2:21][CH2:22][CH2:23]1. The solvent is ClCCl (dichloromethane), O (water). Procedure: Tert-butyl 4-[(2S)-3-amino-2-hydroxy-propyl]piperazine-1-carboxylate 7c (355 mg, 1.37 mmol), 7-[[(7R)-8-cyclopentyl-7-ethyl-5-methyl-6-oxo-7H-pteridin-2-yl]amino]-2,3-dihydrobenzofuran-4-carboxylic acid 1q (600 mg, 1.37 mmol), O-(benzotriazol-1-yl)-N,N,N′-tetra methyluronium tetrafluoroborate (440 mg, 1.37 mmol) and diisopropylethylamine (390 mg, 3.01 mmol) were dissolved in 40 mL of dichloromethane. The reaction solution was stirred for 2 hours. The resulting solution was added with 50 mL of wa... Product: C1(CCCC1)N1[C@@H](C(N(C=2C=NC(=NC12)NC=1C=CC(=C2CCOC21)C(=O)NC[C@@H](CN2CCN(CC2)C(=O)OC(C)(C)C)O)C)=O)CC (tert-butyl 4-[(2S)-3-[[7-[[(7R)-8-cyclopentyl-7-ethyl-5-methyl-6-oxo-7H-pteridin-2-yl]amino]-2,3-dihydrobenzofuran-4-carbonyl]amino]-2-hydroxy-propyl]piperazine-1-carboxylate). Reactants: NC[C@@H](CN1CCN(CC1)C(=O)OC(C)(C)C)O (tert-butyl 4-[(2S)-3-amino-2-hydroxy-propyl]piperazine-1-carboxylate), C1(CCCC1)N1[C@@H](C(N(C=2C=NC(=NC12)NC=1C=CC(=C2CCOC21)C(=O)O)C)=O)CC (7-[[(7R)-8-cyclopentyl-7-ethyl-5-methyl-6-oxo-7H-pteridin-2-yl]amino]-2,3-dihydrobenzofuran-4-carboxylic acid), O-(benzotriazol-1-yl)-N,N,N′-tetra methyluronium tetrafluoroborate, C(C)(C)N(CC)C(C)C (diisopropylethylamine), N (ammonia).